Dataset: the Open Reaction Database (ORD), a public repository of structured organic reaction records. Task: describe an organic reaction: reactants, conditions, products, and yield Reactants: Cc1ccccc1, COc1cc2c(=O)[nH]cnc2cc1OCCCN1CCS(=O)(=O)CC1, CN(C)C=O, O=S(Cl)Cl. The product is COc1cc2c(Cl)ncnc2cc1OCCCN1CCS(=O)(=O)CC1. Reaction SMILES: [CH3:35][c:36]1[cH:37][cH:38][cH:39][cH:40][cH:41]1.[O:1]=[S:2]1(=[O:25])[CH2:3][CH2:4][N:5]([CH2:8][CH2:9][CH2:10][O:11][c:12]2[c:13]([O:23][CH3:24])[cH:14][c:15]3[c:16](=[O:22])[nH:17][cH:18][n:19][c:20]3[cH:21]2)[CH2:6][CH2:7]1.[O:30]=[CH:31][N:32]([CH3:33])[CH3:34].[S:26]([Cl:27])([Cl:28])=[O:29]>>[O:1]=[S:2]1(=[O:25])[CH2:3][CH2:4][N:5]([CH2:8][CH2:9][CH2:10][O:11][c:12]2[c:13]([O:23][CH3:24])[cH:14][c:15]3[c:16]([Cl:28])[n:17][cH:18][n:19][c:20]3[cH:21]2)[CH2:6][CH2:7]1. The reactants are Cc1c(NCCCCNC(=O)OC(C)(C)C)c([N+](=O)[O-])c2nnnn2c1C, CC#N. Product: Cc1c(NCCCCNC(=O)OC(C)(C)C)c(N)c2nnnn2c1C. As a reaction SMILES: [CH3:1][c:2]1[c:3]([CH3:27])[c:4]([NH:14][CH2:15][CH2:16][CH2:17][CH2:18][NH:19][C:20]([O:21][C:22]([CH3:23])([CH3:24])[CH3:25])=[O:26])[c:5]([N+:11]([O-:12])=[O:13])[c:6]2[n:7]1[n:8][n:9][n:10]2.[CH3:28][C:29]#[N:30]>>[CH3:1][c:2]1[c:3]([CH3:27])[c:4]([NH:14][CH2:15][CH2:16][CH2:17][CH2:18][NH:19][C:20]([O:21][C:22]([CH3:23])([CH3:24])[CH3:25])=[O:26])[c:5]([NH2:11])[c:6]2[n:7]1[n:8][n:9][n:10]2. Starting materials: Cl.N1=CC(=CC=C1)S(=O)(=O)Cl (Pyridine-3-sulfonyl chloride hydrochloride), NC=1C=CC=C2C(C=C(OC12)C1=C(C=CC=C1)C(F)(F)F)=O (8-amino-2-(2-(trifluoromethyl)phenyl)-4H-chromen-4-one). The solvent is N1=CC=CC=C1 (pyridine). Run at temperature 80 celsius. Yields the product O=C1C=C(OC2=C(C=CC=C12)NS(=O)(=O)C=1C=NC=CC1)C1=C(C=CC=C1)C(F)(F)F (N-(4-oxo-2-(2-(trifluoromethyl)phenyl)-4H-chromen-8-yl)pyridine-3-sulfonamide). The yield is 31.4%. Reaction SMILES: Cl.[N:2]1[CH:7]=[CH:6][CH:5]=[C:4]([S:8](Cl)(=[O:10])=[O:9])[CH:3]=1.[NH2:12][C:13]1[CH:14]=[CH:15][CH:16]=[C:17]2[C:22]=1[O:21][C:20]([C:23]1[CH:28]=[CH:27][CH:26]=[CH:25][C:24]=1[C:29]([F:32])([F:31])[F:30])=[CH:19][C:18]2=[O:33]>N1C=CC=CC=1>[O:33]=[C:18]1[C:17]2[C:22](=[C:13]([NH:12][S:8]([C:4]3[CH:3]=[N:2][CH:7]=[CH:6][CH:5]=3)(=[O:10])=[O:9])[CH:14]=[CH:15][CH:16]=2)[O:21][C:20]([C:23]2[CH:28]=[CH:27][CH:26]=[CH:25][C:24]=2[C:29]([F:32])([F:30])[F:31])=[CH:19]1 |f:0.1|. Procedure details: Pyridine-3-sulfonyl chloride hydrochloride 12 (280 mg, 1.3 mmol) was added to a solution of 8-amino-2-(2-(trifluoromethyl)phenyl)-4H-chromen-4-one 11 (100 mg, 0.328 mmol) in pyridine (5 mL). The reaction mixture was heated at 80° C. for 12 h. The pyridine was removed en vacuo. The residue was taken up in CH2Cl2, washed with sat. aq NaHCO3, dried (MgSO4) and concentrated. The crude residue was purified by MPLC eluting with CH2Cl2/MeOH (0-10%) followed by recrystallization from CH3CN to give Compo...